Dataset: the Open Reaction Database (ORD), a public repository of structured organic reaction records. Task: describe an organic reaction: reactants, conditions, products, and yield The reactants are FC1=C(C=CC(=C1)F)I (2,4-difluoroiodobenzene), C1(=CC=CC=C1)P(C1=CC=CC=C1)C1=CC=CC=C1 (triphenylphosphine), C(C#C)O (propargyl alcohol), C(C)(C)N(CC)C(C)C (diisopropylethylamine). Reagents/catalysts: [Cu]I (copper(I) iodide), C1=CC=C(C=C1)/C=C/C(=O)/C=C/C2=CC=CC=C2.C1=CC=C(C=C1)/C=C/C(=O)/C=C/C2=CC=CC=C2.C1=CC=C(C=C1)/C=C/C(=O)/C=C/C2=CC=CC=C2.C(Cl)(Cl)Cl.[Pd].[Pd] (tris(dibenzylideneacetone)dipalladium(0) chloroform adduct). Solvent: [Cl-].[Na+].O (brine), O1CCCC1 (tetrahydrofuran). Conditions: time 15 hour. Product: FC1=C(C=CC(=C1)F)C#CCO (3-(2,4-difluorophenyl)-2-propyne-1-ol). As a reaction SMILES: [F:1][C:2]1[CH:7]=[C:6]([F:8])[CH:5]=[CH:4][C:3]=1I.C1(P(C2C=CC=CC=2)C2C=CC=CC=2)C=CC=CC=1.[CH2:29]([OH:32])[C:30]#[CH:31].C(N(C(C)C)CC)(C)C>[Cl-].[Na+].O.[Cu]I.C1C=CC(/C=C/C(/C=C/C2C=CC=CC=2)=O)=CC=1.C1C=CC(/C=C/C(/C=C/C2C=CC=CC=2)=O)=CC=1.C1C=CC(/C=C/C(/C=C/C2C=CC=CC=2)=O)=CC=1.C(Cl)(Cl)Cl.[Pd].[Pd].O1CCCC1>[F:1][C:2]1[CH:7]=[C:6]([F:8])[CH:5]=[CH:4][C:3]=1[C:31]#[C:30][CH2:29][OH:32] |f:4.5.6,8.9.10.11.12.13|. Procedure: A mixture of 2,4-difluoroiodobenzene (5.00 g), copper(I) iodide (79.4 mg), triphenylphosphine (273 mg), tris(dibenzylideneacetone)dipalladium(0) chloroform adduct (432 mg), propargyl alcohol (1.35 ml), diisopropylethylamine (14.5 ml) and tetrahydrofuran (80 ml) was stirred at room temperature for 15 hr. The reaction mixture was added to brine, and the mixture was extracted with ethyl acetate, washed with saturated brine, and dried over anhydrous magnesium sulfate. The solvent was evaporated unde... The reactants are CC(C)Oc1cc(N2C(=O)N(C)C(Cl)N2C(F)F)c(Cl)cc1Cl, O=S(=O)(O)O. The product is CN1C(=O)N(c2cc(O)c(Cl)cc2Cl)N(C(F)F)C1Cl. RXN SMILES: [Cl:1][c:2]1[c:3]([N:13]2[N:14]([CH:21]([F:22])[F:23])[CH:15]([Cl:20])[N:16]([CH3:19])[C:17]2=[O:18])[cH:4][c:5]([O:9][CH:10]([CH3:11])[CH3:12])[c:6]([Cl:8])[cH:7]1.[S:24](=[O:25])(=[O:26])([OH:27])[OH:28]>>[Cl:1][c:2]1[c:3]([N:13]2[N:14]([CH:21]([F:22])[F:23])[CH:15]([Cl:20])[N:16]([CH3:19])[C:17]2=[O:18])[cH:4][c:5]([OH:9])[c:6]([Cl:8])[cH:7]1. Reactants: CS(=O)(=O)N1CCC(CC1)C(=O)OCC (Ethyl 1-(methylsulfonyl)piperidine-4-carboxylate), [H-].[Al+3].[Li+].[H-].[H-].[H-] (lithium aluminum hydride). Solvent: C1CCOC1 (THF). Yields the product CS(=O)(=O)N1CCC(CC1)CO ((1-(Methylsulfonyl)piperidin-4-yl)methanol). RXN SMILES: [CH3:1][S:2]([N:5]1[CH2:10][CH2:9][CH:8]([C:11](OCC)=[O:12])[CH2:7][CH2:6]1)(=[O:4])=[O:3].[H-].[Al+3].[Li+].[H-].[H-].[H-]>C1COCC1>[CH3:1][S:2]([N:5]1[CH2:10][CH2:9][CH:8]([CH2:11][OH:12])[CH2:7][CH2:6]1)(=[O:4])=[O:3] |f:1.2.3.4.5.6|. Procedure: Ethyl 1-(methylsulfonyl)piperidine-4-carboxylate 18 was reacted with lithium aluminum hydride in THF to give 19. Reactants: ClC1=C(C#N)C=CC(=C1)N1[C@H]([C@H](CC1=O)O)CC (2-chloro-4-[(2S,3S)-2-ethyl-3-hydroxy-5-oxopyrrolidin-1-yl]benzonitrile), C(C)(=O)O (Acetic acid), C(C)(C)NC(C)C (diisopropylamine), IC (iodomethane). Run in O1CCCC1 (tetrahydrofuran), O (water), O1CCCC1 (tetrahydrofuran). Run at time 1 hour. Product: ClC1=C(C#N)C=CC(=C1)N1[C@H]([C@H]([C@@H](C1=O)C)O)CC (2-chloro-4-[(2S,3S,4S)-2-ethyl-3-hydroxy-4-methyl-5-oxopyrrolidin-1-yl]benzonitrile). The yield is 13.0%. RXN SMILES: [CH:1](NC(C)C)(C)C.[Cl:8][C:9]1[CH:16]=[C:15]([N:17]2[C:21](=[O:22])[CH2:20][C@H:19]([OH:23])[C@@H:18]2[CH2:24][CH3:25])[CH:14]=[CH:13][C:10]=1[C:11]#[N:12].IC.C(O)(=O)C>O1CCCC1.O>[Cl:8][C:9]1[CH:16]=[C:15]([N:17]2[C:21](=[O:22])[C@@H:20]([CH3:1])[C@H:19]([OH:23])[C@@H:18]2[CH2:24][CH3:25])[CH:14]=[CH:13][C:10]=1[C:11]#[N:12]. Procedure details: To absolution of diisopropylamine (0.111 mL) in tetrahydrofuran (5 mL) was added dropwise n-butyllithium-hexane solution (0.472 mL, 1.6 mol/L) at −78° C., the mixture was stirred for 1 hr, and a solution of 2-chloro-4-[(2S,3S)-2-ethyl-3-hydroxy-5-oxopyrrolidin-1-yl]benzonitrile (80 mg) in tetrahydrofuran (3 mL) was added dropwise. The mixture was stirred at −78° C. for 30 min, iodomethane (0.100 mL) was added dropwise at −78° C., and the mixture was stirred at 0° C. for 2 hr. Acetic acid (0.500 ...